Task: describe an organic reaction: reactants, conditions, products, and yield. Dataset: the Open Reaction Database (ORD), a public repository of structured organic reaction records Reactants: compound ( 38 ), COC=1C=C(C=C(C1OC)OC)B(O)O (3,4,5-trimethoxyphenylboronic acid), [O-]P(=O)([O-])[O-].[K+].[K+].[K+] (K3PO4), C(Cl)Cl (CH2Cl2), BrC=1C=C2C(=CNC2=CC1)/C(/C#N)=C/C=1C=NC=CC1 ((Z)-2-(5-bromo-1H-indol-3-yl)-3-pyridin-3-yl-acrylonitrile). Reagents/catalysts: C1=CC=C(C=C1)P([C-]2C=CC=C2)C3=CC=CC=C3.C1=CC=C(C=C1)P([C-]2C=CC=C2)C3=CC=CC=C3.Cl[Pd]Cl.[Fe+2] (PdCl2(dppf)). Solvent: C(C)OCC (diethyl ether), C1CCOC1 (THF). Run at temperature 50 celsius. The product is N1=CC(=CC=C1)\C=C(/C#N)\C1=CNC2=CC=C(C=C12)C1=CC(=C(C(=C1)OC)OC)OC ((Z)-3-(pyridin-3-yl)-2-(5-(3,4,5-trimethoxyphenyl)-1H-indol-3-yl)-acrylonitrile). Reaction SMILES: Br[C:2]1[CH:3]=[C:4]2[C:8](=[CH:9][CH:10]=1)[NH:7][CH:6]=[C:5]2/[C:11](=[CH:14]/[C:15]1[CH:16]=[N:17][CH:18]=[CH:19][CH:20]=1)/[C:12]#[N:13].[O-]P([O-])([O-])=O.[K+].[K+].[K+].C(Cl)Cl.[CH3:32][O:33][C:34]1[CH:35]=[C:36](B(O)O)[CH:37]=[C:38]([O:42][CH3:43])[C:39]=1[O:40][CH3:41]>C1C=CC(P(C2C=CC=CC=2)[C-]2C=CC=C2)=CC=1.C1C=CC(P(C2C=CC=CC=2)[C-]2C=CC=C2)=CC=1.Cl[Pd]Cl.[Fe+2].C(OCC)C.C1COCC1>[N:17]1[CH:18]=[CH:19][CH:20]=[C:15](/[CH:14]=[C:11](/[C:5]2[C:4]3[C:8](=[CH:9][CH:10]=[C:2]([C:36]4[CH:37]=[C:38]([O:42][CH3:43])[C:39]([O:40][CH3:41])=[C:34]([O:33][CH3:32])[CH:35]=4)[CH:3]=3)[NH:7][CH:6]=2)\[C:12]#[N:13])[CH:16]=1 |f:1.2.3.4,7.8.9.10|. Procedure details: To a solution of (Z)-2-(5-bromo-1H-indol-3-yl)-3-pyridin-3-yl-acrylonitrile (180 mg, 0.56 mmol, 1.0 eq.) in anhydrous and degazed THF (6.0 mL) were added, under an argon atmosphere, K3PO4 (236 mg, 1.11 mmol, 2.0 eq.), PdCl2(dppf).CH2Cl2 (41 mg, 0.056 mmol, 0.1 eq.) and 3,4,5-trimethoxyphenylboronic acid (235 mg, 1.11 mmol, 2.0 eq.). The reaction apparatus was protected from light and the mixture was heated at 50° C. for 16 hours, and then, quenched with a saturated aqueous ammonium chloride solu... Reactants: C(C)OC(=O)C=1C(=NN(C1C1CC1)C1=CC(=CC=C1)OC(F)(F)F)CN (3-aminomethyl-5-cyclopropyl-1-(3-trifluoromethoxy-phenyl)-1H-pyrazole-4-carboxylic acid ethyl ester), CCN(C(C)C)C(C)C (iPr2NEt), C(C)(=O)Cl (acetylchloride). Solvent: CCOC(=O)C (EtOAc), C1CCOC1 (THF). Conditions: temperature 0 celsius, time 2 hour. The product is C(C)OC(=O)C=1C(=NN(C1C1CC1)C1=CC(=CC=C1)OC(F)(F)F)CNC(C)=O (3-(Acetylamino-methyl)-5-cyclopropyl-1-(3-trifluoromethoxy-phenyl)-1H-pyrazole-4-carboxylic acid ethyl ester). Isolated yield 75.0%. RXN SMILES: [CH2:1]([O:3][C:4]([C:6]1[C:7]([CH2:25][NH2:26])=[N:8][N:9]([C:14]2[CH:19]=[CH:18][CH:17]=[C:16]([O:20][C:21]([F:24])([F:23])[F:22])[CH:15]=2)[C:10]=1[CH:11]1[CH2:13][CH2:12]1)=[O:5])[CH3:2].CCN(C(C)C)C(C)C.[C:36](Cl)(=[O:38])[CH3:37]>C1COCC1.CCOC(C)=O>[CH2:1]([O:3][C:4]([C:6]1[C:7]([CH2:25][NH:26][C:36](=[O:38])[CH3:37])=[N:8][N:9]([C:14]2[CH:19]=[CH:18][CH:17]=[C:16]([O:20][C:21]([F:23])([F:22])[F:24])[CH:15]=2)[C:10]=1[CH:11]1[CH2:12][CH2:13]1)=[O:5])[CH3:2]. Procedure details: A solution of 3-aminomethyl-5-cyclopropyl-1-(3-trifluoromethoxy-phenyl)-1H-pyrazole-4-carboxylic acid ethyl ester (46 mg, 0.12 mmol) and iPr2NEt (0.06 ml, 0.37 mmol) in 0.5 ml THF under ice cooling was treated with acetylchloride (0.011 ml, 0.15 mmol). The yellow suspension was stirred 2 h at 0° C., then diluted with EtOAc and washed with water and brine. The aqueous phases were extracted with EtOAc. The organic layers were dried over magnesium sulfate, evaporated and chromatographed (amino-phas... The reactants are [H-].C(C(C)C)[Al+]CC(C)C (diisobutylaluminum hydride), ClC1=C(C=CC=C1)/C=C/C=C/C(=O)OC (methyl (2E, 4E)-5-(2-chlorophenyl)-2,4-pentadienoate), [Cl-].[NH4+] (ammonium chloride). Solvent: C1(=CC=CC=C1)C (toluene). Reaction conditions: time 5 minute. The product is ClC1=C(C=CC=C1)/C=C/C=C/CO ((2E, 4E)-5-(2-chlorophenyl)-2,4-pentadien-1-ol). The yield is 93.8%. RXN SMILES: [Cl:1][C:2]1[CH:7]=[CH:6][CH:5]=[CH:4][C:3]=1/[CH:8]=[CH:9]/[CH:10]=[CH:11]/[C:12](OC)=[O:13].[H-].C([Al+]CC(C)C)C(C)C.[Cl-].[NH4+]>C1(C)C=CC=CC=1>[Cl:1][C:2]1[CH:7]=[CH:6][CH:5]=[CH:4][C:3]=1/[CH:8]=[CH:9]/[CH:10]=[CH:11]/[CH2:12][OH:13] |f:1.2,3.4|. Procedure: To a solution of 20 g of methyl (2E, 4E)-5-(2-chlorophenyl)-2,4-pentadienoate dissolved in 150 ml of toluene, 215 ml of diisobutylaluminum hydride (1.5M toluene solution) was added dropwise under ice-cooling over 1 hour. After stirring at the same temperature for 5 minutes, saturated aqueous ammonium chloride was slowly added, and the insolubles were filtered off. The filtrate was washed twice with saturated aqueous ammonium chloride, dried and then the solvent was distilled off to give 16.4 g o... The reactants are COCCNCCOC (Bis(2-methoxyethyl)amine), C1(CCCCCO1)=O (epsilon-Caprolactone), C1(CCCCCO1)=O (caprolactone). The solvent is C1(=CC=CC=C1)C (toluene), C1(=CC=CC=C1)C (toluene). Run at temperature 65 celsius, time 20 hour. Yields the product COCCN(C(CCCCCO)=O)CCOC (N,N-Bis(2'-methoxyethyl)-6-hydroxyhexanamide). Isolated yield 108.5%. RXN SMILES: [CH3:1][O:2][CH2:3][CH2:4][NH:5][CH2:6][CH2:7][O:8][CH3:9].[C:10]1(=[O:17])[O:16][CH2:15][CH2:14][CH2:13][CH2:12][CH2:11]1>C1(C)C=CC=CC=1>[CH3:1][O:2][CH2:3][CH2:4][N:5]([CH2:6][CH2:7][O:8][CH3:9])[C:15](=[O:16])[CH2:14][CH2:13][CH2:12][CH2:11][CH2:10][OH:17]. Procedure: A mixture of Bis(2-methoxyethyl)amine (11.85 g) and toluene (100 mL) was warmed to 65° C. under nitrogen. A solution of epsilon-Caprolactone (9.23 g) in toluene (35 mL) was added over several minutes. The mixture was stirred at this temperature until all the caprolactone was consumed, as determined by thin layer chromatography (silica gel plate), 4:1 ethanol/NH4OH). After 20 hours, an additional portion of bis(2-methoxyethyl)amine (3.1 g) was added and heating continued. After about 36 hours, al... Starting materials: OCCCCO, CN(C)C=O, ClCc1ccccc1, [H-], [Na+]. Yields the product OCCCCOCc1ccccc1. RXN SMILES: [CH2:3]([CH2:4][CH2:5][CH2:6][OH:7])[OH:8].[CH3:17][N:18]([CH3:19])[CH:20]=[O:21].[Cl:9][CH2:10][c:11]1[cH:12][cH:13][cH:14][cH:15][cH:16]1.[H-:1].[Na+:2]>>[CH2:3]([CH2:4][CH2:5][CH2:6][O:7][CH2:10][c:11]1[cH:12][cH:13][cH:14][cH:15][cH:16]1)[OH:8]. Starting materials: Cl (hydrogen chloride), crude product, CCCC(C)C (iso-hexane), COC1=C(C(=CC=C1)OCC1=CC=C(C=C1)OC)C1=CC(=NN1)NC=1N=CC(=NC1)C#N (5-(5-(2-methoxy-6-(4-methoxybenzyloxy)phenyl)-1H-pyrazol-3-ylamino)pyrazine-2-carbonitrile), Cl (hydrogen chloride). Run in O1CCOCC1 (1,4-dioxane), O1CCCC1 (tetrahydrofuran), O1CCOCC1 (1,4-dioxane). Conditions: temperature 62.5 celsius, time 1.5 hour. Product: OC1=C(C(=CC=C1)OC)C1=CC(=NN1)NC=1N=CC(=NC1)C#N (5-(5-(2-Hydroxy-6-methoxyphenyl)-1H-pyrazol-3-ylamino)pyrazine-2-carbonitrile). RXN SMILES: [CH3:1][O:2][C:3]1[CH:8]=[CH:7][CH:6]=[C:5]([O:9]CC2C=CC(OC)=CC=2)[C:4]=1[C:19]1[NH:23][N:22]=[C:21]([NH:24][C:25]2[N:26]=[CH:27][C:28]([C:31]#[N:32])=[N:29][CH:30]=2)[CH:20]=1.Cl.CCCC(C)C>O1CCOCC1.O1CCCC1>[OH:9][C:5]1[CH:6]=[CH:7][CH:8]=[C:3]([O:2][CH3:1])[C:4]=1[C:19]1[NH:23][N:22]=[C:21]([NH:24][C:25]2[N:26]=[CH:27][C:28]([C:31]#[N:32])=[N:29][CH:30]=2)[CH:20]=1. Reported procedure: A 10 L flange-neck flask equipped with an air stirrer rod and paddle, thermometer, water condenser, and outlet to caustic solution gas scrubbers is charged with 5-(5-(2-methoxy-6-(4-methoxybenzyloxy)phenyl)-1H-pyrazol-3-ylamino)pyrazine-2-carbonitrile (140 g, 326.76 mmol) and 4 N hydrogen chloride (2500 mL, 10.0 mole) solution in 1,4-dioxane. The mixture is well stirred at 60-65° C. for 1.5 h, then the mixture is allowed to cool to 50° C. After a total of 4 h, more 4 N hydrogen chloride in 1,4-d... Starting materials: [CH-]1C=CC=C1.[CH-]1C=CC=C1.[Fe+2] (ferrocene), C(C=C)C[SiH](Cl)Cl (allylmethyldichlorosilane). Reaction conditions: time 2 hour. Yields the product Cl[Si](CC(C)[C-]1C=CC=C1)(C)Cl.[CH-]1C=CC=C1.[Fe+2] ((3,3-dichloro-1-methyl-3-silabutyl)ferrocene). The yield is 21.0%. RXN SMILES: [CH-:1]1[CH:5]=[CH:4][CH:3]=[CH:2]1.[CH-:6]1[CH:10]=[CH:9][CH:8]=[CH:7]1.[Fe+2:11].C([CH2:15][SiH:16]([Cl:18])[Cl:17])C=C>>[Cl:17][Si:16]([Cl:18])([CH3:15])[CH2:7][CH:6]([C-:1]1[CH:5]=[CH:4][CH:3]=[CH:2]1)[CH3:10].[CH-:6]1[CH:10]=[CH:9][CH:8]=[CH:7]1.[Fe+2:11] |f:0.1.2,4.5.6|. Reported procedure: In the same apparatus and procedures as EXAMPLE 1, 0.60 g (3.22 mmol) of ferrocene was reacted with 1.00 g (6.44 mmol) of allylmethyldichlorosilane under dry nitrogen atmospheric pressure for 2 hrs. After the addition of the catalyst solution, the reaction mixture was stirred for 2 hrs to complete the alkylation. The solvent was distilled at atmospheric pressure and the products were then extracted with 20.0 mL of hexane. Vacuum distillation of the reaction products at 180° C. and at 0.5 torr, p... Starting materials: Tetrakis(triphenolphosphine)palladium, CC1=C(N=C(O1)C1=CC=CC=C1)COC1=CC=C(CN2N=C(C(=C2)CCC(=O)OCC)OS(=O)(=O)C(F)(F)F)C=C1 (ethyl 3-[1-[4-(5-methyl-2-phenyl-4-oxazolylmethoxy)benzyl]-3-trifluoromethanesulfonyloxy-1H-pyrazol-4-yl]propionate), FC1=CC=C(C=C1)B(O)O (4-fluorophenylboronic acid), C([O-])([O-])=O.[Na+].[Na+] (sodium carbonate), C(C)O (ethanol). The solvent is C1(=CC=CC=C1)C (toluene), C(C)(=O)OCC (Ethyl acetate). Yields the product FC1=CC=C(C=C1)C1=NN(C=C1CCC(=O)OCC)CC1=CC=C(C=C1)OCC=1N=C(OC1C)C1=CC=CC=C1 (ethyl 3-[3-(4-fluorophenyl)-1-[4-(5-methyl-2-phenyl-4-oxazolylmethoxy)benzyl]-1H-pyrazol-4-yl]propionate). Isolated yield 45.3%. As a reaction SMILES: [CH3:1][C:2]1[O:6][C:5]([C:7]2[CH:12]=[CH:11][CH:10]=[CH:9][CH:8]=2)=[N:4][C:3]=1[CH2:13][O:14][C:15]1[CH:41]=[CH:40][C:18]([CH2:19][N:20]2[CH:24]=[C:23]([CH2:25][CH2:26][C:27]([O:29][CH2:30][CH3:31])=[O:28])[C:22](OS(C(F)(F)F)(=O)=O)=[N:21]2)=[CH:17][CH:16]=1.[F:42][C:43]1[CH:48]=[CH:47][C:46](B(O)O)=[CH:45][CH:44]=1.C(=O)([O-])[O-].[Na+].[Na+].C(O)C>C(OCC)(=O)C.C1(C)C=CC=CC=1>[F:42][C:43]1[CH:48]=[CH:47][C:46]([C:22]2[C:23]([CH2:25][CH2:26][C:27]([O:29][CH2:30][CH3:31])=[O:28])=[CH:24][N:20]([CH2:19][C:18]3[CH:17]=[CH:16][C:15]([O:14][CH2:13][C:3]4[N:4]=[C:5]([C:7]5[CH:8]=[CH:9][CH:10]=[CH:11][CH:12]=5)[O:6][C:2]=4[CH3:1])=[CH:41][CH:40]=3)[N:21]=2)=[CH:45][CH:44]=1 |f:2.3.4|. Procedure details: Tetrakis(triphenolphosphine)palladium (130 mg) was added to a mixture of ethyl 3-[1-[4-(5-methyl-2-phenyl-4-oxazolylmethoxy)benzyl]-3-trifluoromethanesulfonyloxy-1H-pyrazol-4-yl]propionate (1.31 g), 4-fluorophenylboronic acid (0.31 g), 2N aqueous sodium carbonate solution (2.9 ml), ethanol (3 ml), and toluene (50 ml). This mixture was refluxed under an argon atmosphere for 13 hours. Ethyl acetate was added to this reaction mixture, and the mixture was washed with saturated aqueous sodium chlorid... Product: C(#N)COC1=CC=C(C=C1)C1=C(C2=C(S1)C=CC=C2)CC2=CC=C(C=C2)OCCN2CCCC2 (2-[4-(Cyanomethoxy)phenyl]-3-[4-[2-(1-pyrrolidinyl)ethoxy]benzyl]benzo[b]thiophene). As a reaction SMILES: [OH:1][C:2]1[CH:7]=[CH:6][C:5]([C:8]2[S:12][C:11]3[CH:13]=[CH:14][CH:15]=[CH:16][C:10]=3[C:9]=2[CH2:17][C:18]2[CH:23]=[CH:22][C:21]([O:24][CH2:25][CH2:26][N:27]3[CH2:31][CH2:30][CH2:29][CH2:28]3)=[CH:20][CH:19]=2)=[CH:4][CH:3]=1.C(=O)([O-])[O-].[Cs+].[Cs+].Br[CH2:39][C:40]#[N:41]>CN(C=O)C>[C:40]([CH2:39][O:1][C:2]1[CH:7]=[CH:6][C:5]([C:8]2[S:12][C:11]3[CH:13]=[CH:14][CH:15]=[CH:16][C:10]=3[C:9]=2[CH2:17][C:18]2[CH:23]=[CH:22][C:21]([O:24][CH2:25][CH2:26][N:27]3[CH2:28][CH2:29][CH2:30][CH2:31]3)=[CH:20][CH:19]=2)=[CH:4][CH:3]=1)#[N:41] |f:1.2.3|. Run in CN(C)C=O (DMF). Procedure details: A suspension of 2-(4-hydroxyphenyl)-3-[4-[2-(1-pyrrolidinyl)ethoxy]benzyl]benzo[b]thiophene (102 mg) and cesium carbonate (386 mg) in DMF (3.0 mL) was treated with bromoacetonitrile (20 uL) while stirring at ambient temperature. The reactants are OC1=CC=C(C=C1)C1=C(C2=C(S1)C=CC=C2)CC2=CC=C(C=C2)OCCN2CCCC2 (2-(4-hydroxyphenyl)-3-[4-[2-(1-pyrrolidinyl)ethoxy]benzyl]benzo[b]thiophene), C([O-])([O-])=O.[Cs+].[Cs+] (cesium carbonate), BrCC#N (bromoacetonitrile). Starting materials: Cl (HCl), O1CCOCC1 (dioxane), C(C)C1=NC=CC(=C1CSC1=NC(=CC(=N1)O)C(F)(F)F)CC (2-{[(2,4-diethylpyridin-3-yl)methyl]sulfanyl}-6-(trifluoromethyl)pyrimidin-4-ol). The solvent is CO (methanol). Conditions: time 10 minute. The product is Cl.C(C)C1=NC=CC(=C1CSC1=NC(=CC(=N1)O)C(F)(F)F)CC (2-{[(2,4-diethylpyridin-3-yl)methyl]sulfanyl}-6-(trifluoromethyl)pyrimidin-4-ol hydrochloride). Isolated yield 95.0%. RXN SMILES: [CH2:1]([C:3]1[C:8]([CH2:9][S:10][C:11]2[N:16]=[C:15]([OH:17])[CH:14]=[C:13]([C:18]([F:21])([F:20])[F:19])[N:12]=2)=[C:7]([CH2:22][CH3:23])[CH:6]=[CH:5][N:4]=1)[CH3:2].[ClH:24].O1CCOCC1>CO>[ClH:24].[CH2:1]([C:3]1[C:8]([CH2:9][S:10][C:11]2[N:16]=[C:15]([OH:17])[CH:14]=[C:13]([C:18]([F:21])([F:20])[F:19])[N:12]=2)=[C:7]([CH2:22][CH3:23])[CH:6]=[CH:5][N:4]=1)[CH3:2] |f:4.5|. Procedure: 2-{[(2,4-diethylpyridin-3-yl)methyl]sulfanyl}-6-(trifluoromethyl)pyrimidin-4-ol (500 mg, 1.5 mmol) was stirred in methanol (60 mL), and a solution of 4 N HCl in dioxane (550 μL, 2.2 mmol) was added dropwise at 0° C. The mixture was stirred for 10 minutes at room temperature. The solvent was removed by evaporation, and the residue was triturated with diethyl ether and dried in vacuo to afford 2-{[(2,4-diethylpyridin-3-yl)methyl]sulfanyl}-6-(trifluoromethyl)pyrimidin-4-ol hydrochloride (530 mg, 95...